From a dataset of the Open Reaction Database (ORD), a public repository of structured organic reaction records. describe an organic reaction: reactants, conditions, products, and yield The product is Cc1ccc(NC(=O)c2cccc(C(F)(F)F)c2)cc1Oc1ccc2nc(NC(=O)C3CC3)sc2n1. Reactants: O=C(Cl)C1CC1, Cc1ccc(NC(=O)c2cccc(C(F)(F)F)c2)cc1Oc1ccc2nc(N)sc2n1, c1ccncc1. RXN SMILES: [CH:32]1([C:35](=[O:36])[Cl:37])[CH2:33][CH2:34]1.[NH2:1][c:2]1[s:3][c:4]2[n:5][c:6]([O:11][c:12]3[cH:13][c:14]([NH:19][C:20]([c:21]4[cH:22][c:23]([C:27]([F:28])([F:29])[F:30])[cH:24][cH:25][cH:26]4)=[O:31])[cH:15][cH:16][c:17]3[CH3:18])[cH:7][cH:8][c:9]2[n:10]1.[cH:38]1[cH:39][cH:40][n:41][cH:42][cH:43]1>>[NH:1]([c:2]1[s:3][c:4]2[n:5][c:6]([O:11][c:12]3[cH:13][c:14]([NH:19][C:20]([c:21]4[cH:22][c:23]([C:27]([F:28])([F:29])[F:30])[cH:24][cH:25][cH:26]4)=[O:31])[cH:15][cH:16][c:17]3[CH3:18])[cH:7][cH:8][c:9]2[n:10]1)[C:35]([CH:32]1[CH2:33][CH2:34]1)=[O:36].